From a dataset of the Open Reaction Database (ORD), a public repository of structured organic reaction records. describe an organic reaction: reactants, conditions, products, and yield The reactants are OC=1C(=CC2=CC=CC(=C2C1)O)C(=O)O (3,5-dihydroxy-2-naphthoic acid), Cl.COC([C@@H](N)CC1=CC=CC=C1)=O (L-phenylalanine methyl ester hydrochloride), CCN=C=NCCCN(C)C.Cl (WSC.HCl), C=1C=CC2=C(C1)N=NN2O (HOBT), CN1CCOCC1 (N-methylmorpholine). The solvent is CN(C)C=O (DMF), O (Water). The product is Cl.COC([C@H](CC1=CC=CC=C1)NC(=O)C1=CC2=CC=CC(=C2C=C1O)OCCCCN)=O ((2S)-3-Phenyl-2-[5-(4-aminobutoxy)-3-hydroxy-2-naphthoylamino]-propionic acid methyl ester hydrochloride). Yield: 46.8%. As a reaction SMILES: [OH:1][C:2]1[C:3]([C:13]([OH:15])=O)=[CH:4][C:5]2[C:10]([CH:11]=1)=[C:9]([OH:12])[CH:8]=[CH:7][CH:6]=2.[ClH:16].[CH3:17][O:18][C:19](=[O:29])[C@H:20]([CH2:22][C:23]1[CH:28]=[CH:27][CH:26]=[CH:25][CH:24]=1)[NH2:21].CCN=C=NCCCN(C)C.Cl.C1[CH:43]=[CH:44][C:45]2N(O)N=[N:48][C:46]=2C=1.CN1CCOCC1>CN(C=O)C.O>[ClH:16].[CH3:17][O:18][C:19](=[O:29])[C@@H:20]([NH:21][C:13]([C:3]1[C:2]([OH:1])=[CH:11][C:10]2[C:5](=[CH:6][CH:7]=[CH:8][C:9]=2[O:12][CH2:43][CH2:44][CH2:45][CH2:46][NH2:48])[CH:4]=1)=[O:15])[CH2:22][C:23]1[CH:28]=[CH:27][CH:26]=[CH:25][CH:24]=1 |f:1.2,3.4,9.10|. Reported procedure: A solution of 3,5-dihydroxy-2-naphthoic acid (4.08 g), L-phenylalanine methyl ester hydrochloride (4.74 g), WSC.HCl (4.22 g), HOBT (2.97 g) and N-methylmorpholine (2.41 ml) in DMF (200 ml) was stirred at room temperature for 16 hours. Water was added to the reaction mixture, and the mixture was extracted with ethyl acetate. The organic layer was washed successively with a 10% aqueous citric acid solution, water, a saturated aqueous sodium hydrogencarbonate solution, water and saturated brine, dr...